Dataset: the Open Reaction Database (ORD), a public repository of structured organic reaction records. Task: describe an organic reaction: reactants, conditions, products, and yield The reactants are C1NCCC2=CC=C(C=C12)S(=O)(=O)N(C1=CC=C(C=C1)C)CC(=O)O ([(1,2,3,4-tetrahydro-isoquinoline-7-sulfonyl)-p-tolyl-amino]-acetic acid), C(C)NCC (diethylamine), C(C)N(C(CN(C1=CC=C(C=C1)C)S(=O)(=O)C1=CC=C2CCN(CC2=C1)C=O)=O)CC (N,N-diethyl-2-[(2-formyl-1,2,3,4-tetrahydro-isoquinoline-7-sulfonyl)-p-tolyl-amino]-acetamide). The solvent is C(=O)O (formic acid). The product is C(C)N(C(CN(C1=CC=C(C=C1)C)S(=O)(=O)C1=CC=C2CCNCC2=C1)=O)CC (N,N-Diethyl-2-[(1,2,3,4-tetrahydro-isoquinoline-7-sulfonyl)-p-tolyl-amino]-acetamide). RXN SMILES: C1C2C(=CC=C(S(N(CC(O)=O)C3C=CC(C)=CC=3)(=O)=O)C=2)CCN1.C(NCC)C.[CH2:31]([N:33]([CH2:60][CH3:61])[C:34](=[O:59])[CH2:35][N:36]([S:44]([C:47]1[CH:56]=[C:55]2[C:50]([CH2:51][CH2:52][N:53](C=O)[CH2:54]2)=[CH:49][CH:48]=1)(=[O:46])=[O:45])[C:37]1[CH:42]=[CH:41][C:40]([CH3:43])=[CH:39][CH:38]=1)[CH3:32]>C(O)=O>[CH2:60]([N:33]([CH2:31][CH3:32])[C:34](=[O:59])[CH2:35][N:36]([S:44]([C:47]1[CH:56]=[C:55]2[C:50]([CH2:51][CH2:52][NH:53][CH2:54]2)=[CH:49][CH:48]=1)(=[O:46])=[O:45])[C:37]1[CH:42]=[CH:41][C:40]([CH3:43])=[CH:39][CH:38]=1)[CH3:61]. Reported procedure: prepared by reaction of [(1,2,3,4-tetrahydro-isoquinoline-7-sulfonyl)-p-tolyl-amino]-acetic acid with diethylamine; due to the presence of formic acid in the eluent of the HPLC chromatography the product contained considerable amounts of N,N-diethyl-2-[(2-formyl-1,2,3,4-tetrahydro-isoquinoline-7-sulfonyl)-p-tolyl-amino]-acetamide (LC-MS: rt=0.91 min, 444 (M+1, ES+)) The reactants are CN1C(CC[C@H]1COC=1C=NC=CC1)=O (3-(1-methyl-2-oxo-5-(S)-pyrrolidinylmethoxy)-pyridine), C1CCOC1 (THF), C[Li] (methyl lithium). The solvent is CO (methanol). Conditions: temperature -78 celsius, time 44 hour. Yields the product C(CCC)[C@H]1CC[C@H](N1C)COC=1C=NC=CC1 (3-((cis-5n-butyl-1-methyl-2-(S)-pyrrolidinyl)methoxy)pyridine). As a reaction SMILES: [CH3:1][N:2]1[C@H:6]([CH2:7][O:8][C:9]2[CH:10]=[N:11][CH:12]=[CH:13][CH:14]=2)[CH2:5][CH2:4][C:3]1=O.[CH2:16]1[CH2:20]O[CH2:18][CH2:17]1.C[Li]>CO>[CH2:20]([C@@H:3]1[N:2]([CH3:1])[C@H:6]([CH2:7][O:8][C:9]2[CH:10]=[N:11][CH:12]=[CH:13][CH:14]=2)[CH2:5][CH2:4]1)[CH2:16][CH2:17][CH3:18]. Reported procedure: A 1.24 g (6.0 mmol) sample of 3-(1-methyl-2-oxo-5-(S)-pyrrolidinylmethoxy)-pyridine, prepared as in Example 22b above, was dissolved in mL of THF and cooled to -78° C. To this solution was added 6.0 mL (12 mmol) of 2 M methyl lithium, and the solution was warmed to room temperature, then stirred for 44 hours. Two mL of methanol were added, and the mixture concentrated under vacuum. Another 10 mL of methanol was added, followed by 65.6 mg of NaBCNH3 and a trace of bromocresol green indicator. HCl... Reactants: CC(O)(COS(C)(=O)=O)c1cnc(N2CCN(c3nnc(Cc4ccccc4)c4ccccc34)CC2)cn1, CNC, CC#N. Yields the product CN(C)CC(C)(O)c1cnc(N2CCN(c3nnc(Cc4ccccc4)c4ccccc34)CC2)cn1. As a reaction SMILES: [CH2:1]([c:2]1[cH:3][cH:4][cH:5][cH:6][cH:7]1)[c:8]1[n:9][n:10][c:11]([N:18]2[CH2:19][CH2:20][N:21]([c:24]3[n:25][cH:26][c:27]([C:30]([CH2:31][O:32][S:33]([CH3:34])(=[O:35])=[O:36])([CH3:37])[OH:38])[n:28][cH:29]3)[CH2:22][CH2:23]2)[c:12]2[cH:13][cH:14][cH:15][cH:16][c:17]12.[CH3:39][NH:40][CH3:41].[CH3:42][C:43]#[N:44]>>[CH2:1]([c:2]1[cH:3][cH:4][cH:5][cH:6][cH:7]1)[c:8]1[n:9][n:10][c:11]([N:18]2[CH2:19][CH2:20][N:21]([c:24]3[n:25][cH:26][c:27]([C:30]([CH2:31][N:40]([CH3:39])[CH3:41])([CH3:37])[OH:38])[n:28][cH:29]3)[CH2:22][CH2:23]2)[c:12]2[cH:13][cH:14][cH:15][cH:16][c:17]12. The reactants are CO, CC(C)CC(C(=O)NN(CC(C)C)S(=O)(=O)CCN)C(CC=Cc1ccccc1)C(=O)NOC1CCCCO1, O, Cc1ccc(S(=O)(=O)O)cc1. The product is CC(C)CC(C(=O)NN(CC(C)C)S(=O)(=O)CCN)C(CC=Cc1ccccc1)C(=O)NO, Cc1ccc(S(=O)(=O)O)cc1. Reaction SMILES: [CH3:52][OH:53].[NH2:1][CH2:2][CH2:3][S:4](=[O:5])(=[O:6])[N:7]([NH:8][C:9]([CH:10]([CH2:11][CH:12]([CH3:13])[CH3:14])[CH:15]([CH2:16][CH:17]=[CH:18][c:19]1[cH:20][cH:21][cH:22][cH:23][cH:24]1)[C:25]([NH:26][O:27][CH:28]1[CH2:29][CH2:30][CH2:31][CH2:32][O:33]1)=[O:34])=[O:35])[CH2:36][CH:37]([CH3:38])[CH3:39].[OH2:40].[c:41]1([CH3:51])[cH:42][cH:43][c:44]([S:47](=[O:48])(=[O:49])[OH:50])[cH:45][cH:46]1>>[NH2:1][CH2:2][CH2:3][S:4](=[O:5])(=[O:6])[N:7]([NH:8][C:9]([CH:10]([CH2:11][CH:12]([CH3:13])[CH3:14])[CH:15]([CH2:16][CH:17]=[CH:18][c:19]1[cH:20][cH:21][cH:22][cH:23][cH:24]1)[C:25]([NH:26][OH:27])=[O:34])=[O:35])[CH2:36][CH:37]([CH3:38])[CH3:39].[c:41]1([CH3:51])[cH:42][cH:43][c:44]([S:47](=[O:48])(=[O:49])[OH:50])[cH:45][cH:46]1. The reactants are O=C(n1ccnc1)n1ccnc1, CN(CCN)CCC(c1ccccc1)c1ccccn1, CCOC(C)=O, NCCCOc1cccc(CN2CCCCC2)c1, C1CCOC1. Yields the product CN(CCNC(=O)NCCCOc1cccc(CN2CCCCC2)c1)CCC(c1ccccc1)c1ccccn1. Reaction SMILES: [C:21](=[O:22])([n:23]1[cH:24][cH:25][n:26][cH:27]1)[n:28]1[cH:29][cH:30][n:31][cH:32]1.[CH3:1][N:2]([CH2:3][CH2:4][NH2:5])[CH2:6][CH2:7][CH:8]([c:9]1[n:10][cH:11][cH:12][cH:13][cH:14]1)[c:15]1[cH:16][cH:17][cH:18][cH:19][cH:20]1.[CH3:51][CH2:52][O:53][C:54](=[O:55])[CH3:56].[N:33]1([CH2:39][c:40]2[cH:41][c:42]([O:43][CH2:44][CH2:45][CH2:46][NH2:47])[cH:48][cH:49][cH:50]2)[CH2:34][CH2:35][CH2:36][CH2:37][CH2:38]1.[O:57]1[CH2:58][CH2:59][CH2:60][CH2:61]1>>[CH3:1][N:2]([CH2:3][CH2:4][NH:5][C:21](=[O:22])[NH:47][CH2:46][CH2:45][CH2:44][O:43][c:42]1[cH:41][c:40]([CH2:39][N:33]2[CH2:34][CH2:35][CH2:36][CH2:37][CH2:38]2)[cH:50][cH:49][cH:48]1)[CH2:6][CH2:7][CH:8]([c:9]1[n:10][cH:11][cH:12][cH:13][cH:14]1)[c:15]1[cH:16][cH:17][cH:18][cH:19][cH:20]1. Starting materials: COC=1C(C(=C(C(C1OC)=O)C)CCCC(=O)O)=O (2,3-dimethoxy-5-methyl-6-(3'-carboxypropyl)-1,4-benzoquinone), Cl (hydrogen chloride), C(C)O (ethanol). The product is COC=1C(C(=C(C(C1OC)=O)C)CCCC(=O)OCC)=O (2,3-dimethoxy-5-methyl-6-(3'-ethoxycarbonylpropyl)-1,4-benzoquinone). Reaction SMILES: [CH3:1][O:2][C:3]1[C:4](=[O:19])[C:5]([CH2:13][CH2:14][CH2:15][C:16]([OH:18])=[O:17])=[C:6]([CH3:12])[C:7](=[O:11])[C:8]=1[O:9][CH3:10].Cl.[CH2:21](O)[CH3:22]>>[CH3:1][O:2][C:3]1[C:4](=[O:19])[C:5]([CH2:13][CH2:14][CH2:15][C:16]([O:18][CH2:21][CH3:22])=[O:17])=[C:6]([CH3:12])[C:7](=[O:11])[C:8]=1[O:9][CH3:10]. Procedure details: A solution of 2,3-dimethoxy-5-methyl-6-(3'-carboxypropyl)-1,4-benzoquinone (formula I-2 wherein R=H3CO, n=2 in the free form) (0.8 part) in ethanol (3 volume parts) saturated with dry hydrogen chloride was stirred at room temperature for 1 hour. The residue upon removal of the solvent was subjected to chromatography on silica gel and eluted with chloroform to give 2,3-dimethoxy-5-methyl-6-(3'-ethoxycarbonylpropyl)-1,4-benzoquinone (formula I-2 wherein R=H3CO, n=2, in the form of ethyl ester) (0.... Reactants: C(C1=CC=CC=C1)OC1=C(C=CC(=C1)OCC1=CC=CC=C1)Br (2,4-bis(benzyloxy)-1-bromobenzene), C(CCC)[Li] (n-butyllithium), solution, Cl (hydrochloric acid), C(C)OC(=O)N1CCC(CC1)=O (4-oxo-piperidine-1-carboxylic acid ethyl ester). Solvent: O1CCCC1 (tetrahydrofuran), CCCCCC (hexane). Reaction conditions: temperature -70 celsius, time 1 hour. Product: C(C)OC(=O)N1CCC(CC1)(O)C1=C(C=C(C=C1)OCC1=CC=CC=C1)OCC1=CC=CC=C1 (4-(2,4-Bis(benzyloxy)phenyl)-4-hydroxypiperidine-1-carboxylic acid ethyl ester). RXN SMILES: C([Li])CCC.[CH2:6]([O:8][C:9]([N:11]1[CH2:16][CH2:15][C:14](=[O:17])[CH2:13][CH2:12]1)=[O:10])[CH3:7].Cl.[CH2:19]([O:26][C:27]1[CH:32]=[C:31]([O:33][CH2:34][C:35]2[CH:40]=[CH:39][CH:38]=[CH:37][CH:36]=2)[CH:30]=[CH:29][C:28]=1Br)[C:20]1[CH:25]=[CH:24][CH:23]=[CH:22][CH:21]=1>O1CCCC1.CCCCCC>[CH2:6]([O:8][C:9]([N:11]1[CH2:12][CH2:13][C:14]([C:30]2[CH:29]=[CH:28][C:27]([O:26][CH2:19][C:20]3[CH:25]=[CH:24][CH:23]=[CH:22][CH:21]=3)=[CH:32][C:31]=2[O:33][CH2:34][C:35]2[CH:36]=[CH:37][CH:38]=[CH:39][CH:40]=2)([OH:17])[CH2:15][CH2:16]1)=[O:10])[CH3:7]. Procedure details: In a 500 ml three-necked flask, 20 g of 2,4-bis(benzyloxy)-1-bromobenzene are dissolved in 240 ml of tetrahydrofuran. The mixture is cooled to −70° C. and then 26 ml of 2.5M n-butyllithium in hexane are added. The reaction medium is stirred at −70° C. for 1 hour, and then 11.1 g of 4-oxo-piperidine-1-carboxylic acid ethyl ester are added dropwise. The reaction medium is stirred at −70° C. for 2 hours and then left at ambient temperature overnight. The reaction medium is poured into 100 ml of a 2...